This data is from the Open Reaction Database (ORD), a public repository of structured organic reaction records. The task is: describe an organic reaction: reactants, conditions, products, and yield Starting materials: CC1C(=S)Nc2ccc(C#N)cc21, ClCCl, O=C1CCC(=O)N1Cl. The product is CC1(Cl)C(=S)Nc2ccc(C#N)cc21. RXN SMILES: [C:1](#[N:2])[c:3]1[cH:4][c:5]2[c:9]([cH:10][cH:11]1)[NH:8][C:7](=[S:12])[CH:6]2[CH3:13].[CH2:22]([Cl:23])[Cl:24].[Cl:14][N:15]1[C:16](=[O:17])[CH2:18][CH2:19][C:20]1=[O:21]>>[C:1](#[N:2])[c:3]1[cH:4][c:5]2[c:9]([cH:10][cH:11]1)[NH:8][C:7](=[S:12])[C:6]2([CH3:13])[Cl:14].